This data is from the Open Reaction Database (ORD), a public repository of structured organic reaction records. The task is: describe an organic reaction: reactants, conditions, products, and yield Reactants: CC12OCC(CO1)(CO2)CO ((1-Methyl-2,6,7-trioxabicyclo[2.2.2]octan-4-yl)methanol), CS(=O)C (DMSO), [OH-].[K+] (KOH), C(C#C)Br (Propargyl bromide), ( 7.23 ), ice, ( 59.06 ). The solvent is C(Cl)(Cl)Cl (chloroform). Conditions: temperature 0 celsius, time 10 minute. The product is CC12OCC(CO1)(CO2)COCC#C (1-Methyl-4-((prop-2-yn-1-yloxy)methyl)-2,6,7-trioxabicyclo[2.2.2]octane). Isolated yield 81.0%. RXN SMILES: [CH3:1][C:2]12[O:9][CH2:8][C:5]([CH2:10][OH:11])([CH2:6][O:7]1)[CH2:4][O:3]2.CS(C)=O.[OH-].[K+].[CH2:18](Br)[C:19]#[CH:20]>C(Cl)(Cl)Cl>[CH3:1][C:2]12[O:3][CH2:4][C:5]([CH2:10][O:11][CH2:20][C:19]#[CH:18])([CH2:6][O:7]1)[CH2:8][O:9]2 |f:2.3|. Procedure details: Compound 6 (5.434 g, 33.9 mmol) was added to a stirring solution of anhydrous DMSO (30 mL) and powdered KOH (7.6 g, 135.7 mmol). After stirring for 10 minutes, the reaction mixture was cooled in an ice bath (0° C.). Propargyl bromide (4.04 g, 3.02 mL, 33.93 mmol) was added drop-wise, the reaction became dark brown rapidly. The reaction was stirred at room temperature for 95 minutes and poured into ice-cold water (200 mL). The product, an off-white solid, was collected by vacuum filtration, and w... Starting materials: C=O, CN(C)C=O, O=c1[nH]cc2c(c1-c1ccc(Cl)cc1)Nc1cc(Cl)ccc1S2, [Na+], [OH-]. Yields the product O=c1c(-c2ccc(Cl)cc2)c2c(cn1CO)Sc1ccc(Cl)cc1N2. As a reaction SMILES: [CH2:26]=[O:27].[CH3:28][N:29]([CH3:30])[CH:31]=[O:32].[Cl:1][c:2]1[cH:3][cH:4][c:5]2[c:6]([cH:23]1)[NH:7][c:8]1[c:9]([cH:11][nH:12][c:13](=[O:22])[c:14]1-[c:15]1[cH:16][cH:17][c:18]([Cl:21])[cH:19][cH:20]1)[S:10]2.[Na+:25].[OH-:24]>>[Cl:1][c:2]1[cH:3][cH:4][c:5]2[c:6]([cH:23]1)[NH:7][c:8]1[c:9]([cH:11][n:12]([CH2:26][OH:24])[c:13](=[O:22])[c:14]1-[c:15]1[cH:16][cH:17][c:18]([Cl:21])[cH:19][cH:20]1)[S:10]2. Reactants: C1CCOC1, CCOC(=O)C1=Cc2cc(C)ccc2SC1C(F)(F)F, CCO, [Na+], [OH-]. Product: Cc1ccc2c(c1)C=C(C(=O)O)C(C(F)(F)F)S2. As a reaction SMILES: [CH2:23]1[O:24][CH2:25][CH2:26][CH2:27]1.[CH3:1][c:2]1[cH:3][cH:4][c:5]2[c:6]([cH:20]1)[CH:7]=[C:8]([C:15](=[O:16])[O:17][CH2:18][CH3:19])[CH:9]([C:11]([F:12])([F:13])[F:14])[S:10]2.[CH3:28][CH2:29][OH:30].[Na+:22].[OH-:21]>>[CH3:1][c:2]1[cH:3][cH:4][c:5]2[c:6]([cH:20]1)[CH:7]=[C:8]([C:15](=[O:16])[OH:17])[CH:9]([C:11]([F:12])([F:13])[F:14])[S:10]2. Reactants: ClC1=CC=C(C=C1)N(N)CCN1CCCCC1 (1-(4-chlorophenyl)-1-(2-(piperidin-1-yl)ethyl)hydrazine), COC(CCCNC)OC (4,4-dimethoxy-N-methylbutan-1-amine). Yields the product ClC=1C=C2C(=CN(C2=CC1)CCN1CCCCC1)CCNC (2-(5-chloro-1-(2-(piperidin-1-yl)ethyl)-1H-indol-3-yl)-N-methylethanamine). As a reaction SMILES: [Cl:1][C:2]1[CH:7]=[CH:6][C:5]([N:8]([CH2:10][CH2:11][N:12]2[CH2:17][CH2:16][CH2:15][CH2:14][CH2:13]2)N)=[CH:4][CH:3]=1.CO[CH:20](OC)[CH2:21][CH2:22][CH2:23][NH:24][CH3:25]>>[Cl:1][C:2]1[CH:7]=[C:6]2[C:5](=[CH:4][CH:3]=1)[N:8]([CH2:10][CH2:11][N:12]1[CH2:17][CH2:16][CH2:15][CH2:14][CH2:13]1)[CH:20]=[C:21]2[CH2:22][CH2:23][NH:24][CH3:25]. Procedure details: The title compound is prepared by General Method 10 using 1-(4-chlorophenyl)-1-(2-(piperidin-1-yl)ethyl)hydrazine (Example 3) and 4,4-dimethoxy-N-methylbutan-1-amine. Reactants: [OH-].[K+] (Potassium hydroxide), C(C)(C)O (isopropyl alcohol), ClCC(=O)N(CCC)CC(C1=CC(=CC=C1)OC)O (2-Chloro-N-[2-hydroxy-2-(3-methoxyphenyl)ethyl]-N-propylacetamide). The solvent is O (water). Product: COC=1C=C(C=CC1)C1OCC(N(C1)CCC)=O (6-(3-Methoxyphenyl)-4-propylmorpholin-3-one). The yield is 100.0%. As a reaction SMILES: [OH-].[K+].C(O)(C)C.Cl[CH2:8][C:9]([N:11]([CH2:15][CH:16]([OH:25])[C:17]1[CH:22]=[CH:21][CH:20]=[C:19]([O:23][CH3:24])[CH:18]=1)[CH2:12][CH2:13][CH3:14])=[O:10]>O>[CH3:24][O:23][C:19]1[CH:18]=[C:17]([CH:16]2[CH2:15][N:11]([CH2:12][CH2:13][CH3:14])[C:9](=[O:10])[CH2:8][O:25]2)[CH:22]=[CH:21][CH:20]=1 |f:0.1|. Procedure: Potassium hydroxide (4.2 g 0.07 mol), isopropyl alcohol (500 ml) and the amide from example 4 (17.8 g, 0.06 mol were stirred together as an opaque solution with water (15 ml) for 2 hours. The reaction mixture was concentrated in vacuo and the yellow residue dissolved in ethyl acetate (200 ml). This was partitioned with water (200 ml) then brine (200 ml). The organic fraction was dried over anhydrous magnesium sulphate, filtered and concentrated in vacuo to give the title compound as a yellow oil... Reactants: ClC1=CC=C(CNC(=O)C=2C(C3=C(N(C2)C)C(=C(S3)CCl)C)=O)C=C1 (N-(4-chlorobenzyl)-2-(chloromethyl)-3,4-dimethyl-7-oxo-4,7-dihydrothieno[3,2-b]pyridine-6-carboxamide), OC(CNC)C1=CC=C(C=C1)S(=O)(=O)N (4-[1-hydroxy-2-(methylamino)ethyl]benzenesulfonamide), C(C)(C)N(CC)C(C)C (diisopropylethylamine). Solvent: CN(C)C=O (DMF), O (water). Conditions: time 72 hour. Product: NS(=O)(=O)C1=CC=C(C=C1)C(CN(C)CC1=C(C=2N(C=C(C(C2S1)=O)C(=O)NCC1=CC=C(C=C1)Cl)C)C)O (2-{[(2-[4-(aminosulfonyl)phenyl]-2-hydroxyethyl}(methyl)amino]methyl}-N-(4-chlorobenzyl)-3,4-dimethyl-7-oxo-4,7-dihydrothieno[3,2-b]pyridine-6-carboxamide). Yield: 46.8%. As a reaction SMILES: [Cl:1][C:2]1[CH:25]=[CH:24][C:5]([CH2:6][NH:7][C:8]([C:10]2[C:11](=[O:23])[C:12]3[S:19][C:18]([CH2:20]Cl)=[C:17]([CH3:22])[C:13]=3[N:14]([CH3:16])[CH:15]=2)=[O:9])=[CH:4][CH:3]=1.[OH:26][CH:27]([C:31]1[CH:36]=[CH:35][C:34]([S:37]([NH2:40])(=[O:39])=[O:38])=[CH:33][CH:32]=1)[CH2:28][NH:29][CH3:30].C(N(C(C)C)CC)(C)C>CN(C=O)C.O>[NH2:40][S:37]([C:34]1[CH:33]=[CH:32][C:31]([CH:27]([OH:26])[CH2:28][N:29]([CH2:20][C:18]2[S:19][C:12]3[C:11](=[O:23])[C:10]([C:8]([NH:7][CH2:6][C:5]4[CH:4]=[CH:3][C:2]([Cl:1])=[CH:25][CH:24]=4)=[O:9])=[CH:15][N:14]([CH3:16])[C:13]=3[C:17]=2[CH3:22])[CH3:30])=[CH:36][CH:35]=1)(=[O:38])=[O:39]. Procedure: A mixture of N-(4-chlorobenzyl)-2-(chloromethyl)-3,4-dimethyl-7-oxo-4,7-dihydrothieno[3,2-b]pyridine-6-carboxamide (100 mg, 0.25 mmol), 4-[1-hydroxy-2-(methylamino)ethyl]benzenesulfonamide (Preparation 48)(60 mg, 0.26 mmol) and diisopropylethylamine (67 μL, 0.38 mmol) in dry DMF (5.0 mL) was stirred for 72 hours at room temperature. The solution was diluted with water (15 mL). The resulting milky suspension was stirred vigorously for 30 minutes, and then left standing overnight at room temp. The... Reactants: CCOC(=O)CBr, CC(=O)C=CCCc1ccc(OCc2ccc(F)cc2)cc1, [Zn]. Yields the product CCOC(=O)CC(C)(O)C=CCCc1ccc(OCc2ccc(F)cc2)cc1. Reaction SMILES: [Br:23][CH2:24][C:25](=[O:26])[O:27][CH2:28][CH3:29].[F:1][c:2]1[cH:3][cH:4][c:5]([CH2:6][O:7][c:8]2[cH:9][cH:10][c:11]([CH2:14][CH2:15][CH:16]=[CH:17][C:18]([CH3:19])=[O:20])[cH:12][cH:13]2)[cH:21][cH:22]1.[Zn:30]>>[F:1][c:2]1[cH:3][cH:4][c:5]([CH2:6][O:7][c:8]2[cH:9][cH:10][c:11]([CH2:14][CH2:15][CH:16]=[CH:17][C:18]([CH3:19])([OH:20])[CH2:24][C:25](=[O:26])[O:27][CH2:28][CH3:29])[cH:12][cH:13]2)[cH:21][cH:22]1.